Dataset: the Open Reaction Database (ORD), a public repository of structured organic reaction records. Task: describe an organic reaction: reactants, conditions, products, and yield The reactants are NC=1C=CC(=C(C1)[C@]12N=C(SC[C@H]1CCO2)NC(OC(C)(C)C)=O)F (tert-butyl ((4aS,7aS)-7a-(5-amino-2-fluorophenyl)-4a,5,6,7a-tetrahydro-4H-furo[2,3-d][1,3]thiazin-2-yl)carbamate), C1(CCCC1)=O (cyclopentanone), C(C)(=O)O[BH-](OC(C)=O)OC(C)=O.[Na+] (sodium triacetoxyborohydride), C(C)(=O)O (acetic acid). Solvent: C1CCOC1 (THF), O (water). Yields the product C1(CCCC1)NC=1C=CC(=C(C1)[C@]12N=C(SC[C@H]1CCO2)NC(OC(C)(C)C)=O)F (tert-butyl ((4aS,7aS)-7a-(5-(cyclopentylamino)-2-fluorophenyl)-4a,5,6,7a-tetrahydro-4H-furo[2,3-d][1,3]thiazin-2-yl)carbamate). The yield is 42.5%. RXN SMILES: [NH2:1][C:2]1[CH:3]=[CH:4][C:5]([F:25])=[C:6]([C@@:8]23[O:16][CH2:15][CH2:14][C@@H:13]2[CH2:12][S:11][C:10]([NH:17][C:18](=[O:24])[O:19][C:20]([CH3:23])([CH3:22])[CH3:21])=[N:9]3)[CH:7]=1.[C:26]1(=O)[CH2:30][CH2:29][CH2:28][CH2:27]1.C(O[BH-](OC(=O)C)OC(=O)C)(=O)C.[Na+].C(O)(=O)C>C1COCC1.O>[CH:26]1([NH:1][C:2]2[CH:3]=[CH:4][C:5]([F:25])=[C:6]([C@@:8]34[O:16][CH2:15][CH2:14][C@@H:13]3[CH2:12][S:11][C:10]([NH:17][C:18](=[O:24])[O:19][C:20]([CH3:21])([CH3:22])[CH3:23])=[N:9]4)[CH:7]=2)[CH2:30][CH2:29][CH2:28][CH2:27]1 |f:2.3|. Reported procedure: A solution of tert-butyl ((4aS,7aS)-7a-(5-amino-2-fluorophenyl)-4a,5,6,7a-tetrahydro-4H-furo[2,3-d][1,3]thiazin-2-yl)carbamate (Step D, Preparation 3, 32 mg, 0.087 mmol), cyclopentanone (23.38 μL, 0.261 mmol), sodium triacetoxyborohydride (55.4 mg, 0.261 mmol) and acetic acid (14.96 μL, 0.261 mmol) in THF (435 μL) was stirred at rt for 12 h, and LC/MS showed a very clean reaction. The crude reaction mixture was purified by reverse phase preparative HPLC on a Luna C18 column (10 μM, 30×100 mm) el... The reactants are CN(C)\C=N\C(C1=CC(=C(C(=C1)[N+](=O)[O-])OC)OC)=O ((E)-N-((dimethylamino)methylene)-3,4-dimethoxy-5-nitrobenzamide), C(N)(=N)C=1C(=[N+](C=CC1)[O-])C(F)(F)F (3-carbamimidoyl-2-(trifluoromethyl)pyridine 1-oxide). The product is COC=1C=C(C=C(C1OC)[N+](=O)[O-])C1=NC(=NC=N1)C=1C(=[N+](C=CC1)[O-])C(F)(F)F (3-(4-(3,4-dimethoxy-5-nitrophenyl)-1,3,5-triazin-2-yl)-2-(trifluoromethyl)pyridine 1-oxide). Reaction SMILES: CN(/[CH:4]=[N:5]/[C:6](=O)[C:7]1[CH:12]=[C:11]([N+:13]([O-:15])=[O:14])[C:10]([O:16][CH3:17])=[C:9]([O:18][CH3:19])[CH:8]=1)C.[C:21]([C:24]1[C:25]([C:31]([F:34])([F:33])[F:32])=[N+:26]([O-:30])[CH:27]=[CH:28][CH:29]=1)(=[NH:23])[NH2:22]>>[CH3:19][O:18][C:9]1[CH:8]=[C:7]([C:6]2[N:5]=[CH:4][N:22]=[C:21]([C:24]3[C:25]([C:31]([F:32])([F:34])[F:33])=[N+:26]([O-:30])[CH:27]=[CH:28][CH:29]=3)[N:23]=2)[CH:12]=[C:11]([N+:13]([O-:15])=[O:14])[C:10]=1[O:16][CH3:17]. Procedure details: To a solution of (E)-N-((dimethylamino)methylene)-3,4-dimethoxy-5-nitrobenzamide (1.12 g, 4 mmol) ethanol (30 mL) was added 3-carbamimidoyl-2-(trifluoromethyl)pyridine 1-oxide (0.82 g, 4 mmol). The reaction mixture was heated to reflux for 5 hours. It was cooled to room temperature and the solvent was removed by evaporation. The residue was then dissolved in dichloromethane/isopropanol mixture (50 mL, 70:30) and the organic phase was washed with water, dried over anhydrous magnesium sulphate, fi... Starting materials: C1=CC=CC=C1 (benzene), CCCCCCC (heptane), C(CC(=O)C)(=O)OC (methyl acetoacetate), O=C(C)C=C(C)C (mesityl oxide). The reagents and catalysts are [Cl-].[Zn+2].[Cl-] (zinc chloride). Run in O (water). The product is C(CC(=O)C)(=O)OCC (ethyl acetoacetate), O=C(C)C=C(C)C (mesityl oxide). As a reaction SMILES: [C:1]([O:7][CH3:8])(=[O:6])[CH2:2][C:3]([CH3:5])=[O:4].[O:9]=[C:10]([CH:12]=[C:13]([CH3:15])[CH3:14])[CH3:11].CCCCCCC.C1C=CC=CC=1>[Cl-].[Zn+2].[Cl-].O>[C:1]([O:7][CH2:8][CH3:10])(=[O:6])[CH2:2][C:3]([CH3:5])=[O:4].[O:9]=[C:10]([CH:12]=[C:13]([CH3:15])[CH3:14])[CH3:11] |f:4.5.6|. Procedure details: A mixture of 2.6 kg. of methyl acetoacetate, 2.75 kg. of mesityl oxide, 400 g. of zinc chloride, 2 l. of heptane, and 2 l. of benzene was refluxed for 5 days. The water formed during the reaction was azeotropically distilled off and collected in a separator. A brown oily product remained in the flask. The oily product was then washed with water, sodium bicarbonate solution, and again with water. The oil which remained after washing was dried over calcium chloride and the heptane-benzene solvent ... Starting materials: CS(=O)(=O)C1=NC=C2C(=N1)N=C(NC2=O)C2=C(C=CC=C2)OCCC (7-methylsulphonyl-4-oxo-2-(2-propoxyphenyl)-3,4-dihydropyrimido[4,5-d]pyrimidine), C(CC)NCCC (dipropylamine). Solvent: ClCCl (dichloromethane). Product: C(CC)N(C1=NC=C2C(=N1)N=C(NC2=O)C2=C(C=CC=C2)OCCC)CCC (7-Dipropylamino-4-oxo-2-(2-propoxyphenyl)-3,4-dihydropyrimido[4,5-d]pyrimidine). As a reaction SMILES: CS([C:5]1[N:10]=[C:9]2[N:11]=[C:12]([C:16]3[CH:21]=[CH:20][CH:19]=[CH:18][C:17]=3[O:22][CH2:23][CH2:24][CH3:25])[NH:13][C:14](=[O:15])[C:8]2=[CH:7][N:6]=1)(=O)=O.[CH2:26]([NH:29][CH2:30][CH2:31][CH3:32])[CH2:27][CH3:28]>ClCCl>[CH2:26]([N:29]([CH2:30][CH2:31][CH3:32])[C:5]1[N:10]=[C:9]2[N:11]=[C:12]([C:16]3[CH:21]=[CH:20][CH:19]=[CH:18][C:17]=3[O:22][CH2:23][CH2:24][CH3:25])[NH:13][C:14](=[O:15])[C:8]2=[CH:7][N:6]=1)[CH2:27][CH3:28]. Procedure: In a similar manner to Example 56 reaction of 7-methylsulphonyl-4-oxo-2-(2-propoxyphenyl)-3,4-dihydropyrimido[4,5-d]pyrimidine (0.40 g) and dipropylamine (0.74 g) in dichloromethane (10 ml) yielded the title compound, 83 mg, m.p. 123-4° C. (recrystallized from cyclohexane).